The task is: describe an organic reaction: reactants, conditions, products, and yield. This data is from the Open Reaction Database (ORD), a public repository of structured organic reaction records. Reactants: CCN=C=NCCCN(C)C, CCN(C(C)C)C(C)C, Cl, Fc1cc(OC2CNC2)cc(C(F)(F)F)c1, CN(C)C=O, On1nnc2ccccc21, O=C(O)CNC(=O)c1cc(-c2ccccc2)[nH]n1. Product: O=C(NCC(=O)N1CC(Oc2cc(F)cc(C(F)(F)F)c2)C1)c1cc(-c2ccccc2)[nH]n1. RXN SMILES: [CH3:20][CH2:21][N:22]=[C:23]=[N:24][CH2:25][CH2:26][CH2:27][N:28]([CH3:29])[CH3:30].[CH:1]([N:2]([CH2:3][CH3:4])[CH:5]([CH3:6])[CH3:7])([CH3:8])[CH3:9].[ClH:49].[F:50][c:51]1[cH:52][c:53]([O:54][CH:55]2[CH2:56][NH:57][CH2:58]2)[cH:59][c:60]([C:62]([F:63])([F:64])[F:65])[cH:61]1.[O:66]=[CH:67][N:68]([CH3:69])[CH3:70].[OH:10][n:11]1[c:12]2[c:13]([cH:14][cH:15][cH:16][cH:17]2)[n:18][n:19]1.[c:31]1(-[c:37]2[cH:38][c:39]([C:42](=[O:43])[NH:44][CH2:45][C:46](=[O:47])[OH:48])[n:40][nH:41]2)[cH:32][cH:33][cH:34][cH:35][cH:36]1>>[c:31]1(-[c:37]2[cH:38][c:39]([C:42](=[O:43])[NH:44][CH2:45][C:46](=[O:48])[N:57]3[CH2:56][CH:55]([O:54][c:53]4[cH:52][c:51]([F:50])[cH:61][c:60]([C:62]([F:63])([F:64])[F:65])[cH:59]4)[CH2:58]3)[n:40][nH:41]2)[cH:32][cH:33][cH:34][cH:35][cH:36]1.